Dataset: the Open Reaction Database (ORD), a public repository of structured organic reaction records. Task: describe an organic reaction: reactants, conditions, products, and yield Starting materials: C(C)C1(C(OCC2=C1C=C1C=3N=C4C(=C(C3CN1C2=O)CC[Si](C)(C)CCCO)C=CC=C4)=O)OC(OCC4=CC=CC=C4)=O (Carbonic acid benzyl ester 4-ethyl-11-{2-[(3-hydroxy-propyl)-dimethyl-silanyl]-ethyl}-3,13-dioxo-3,4,12,13-tetrahydro-1H-2-oxa-6,12a-diaza-dibenzo[b,h]fluoren-4-yl ester), O1C(=CC=C1)C(=O)Cl (2-furoyl chloride). The reagents and catalysts are CN(C1=CC=NC=C1)C (4-dimethylaminopyridine). Run in ClCCl (dichloromethane). Reaction conditions: temperature 21 celsius, time 5 hour. Product: C(C1=CC=CC=C1)OC(=O)OC1(C(OCC2=C1C=C1C=3N=C4C(=C(C3CN1C2=O)CC[Si](CCCOC(=O)C=2OC=CC2)(C)C)C=CC=C4)=O)CC (Furan-2-carboxylic acid 3-{[2-(4-benzyloxycarbonyloxy-4-ethyl-3,13-dioxo-3,4,12,13-tetrahydro-1H-2-oxa-6,12a-diaza-dibenzo[b,h]fluoren-11-yl)-ethyl]-dimethyl-silanyl}-propyl ester). As a reaction SMILES: [CH2:1]([C:3]1([O:35][C:36](=[O:45])[O:37][CH2:38][C:39]2[CH:44]=[CH:43][CH:42]=[CH:41][CH:40]=2)[C:8]2[CH:9]=[C:10]3[N:18]([C:19](=[O:20])[C:7]=2[CH2:6][O:5][C:4]1=[O:34])[CH2:17][C:16]1[C:15]([CH2:21][CH2:22][Si:23]([CH2:26][CH2:27][CH2:28][OH:29])([CH3:25])[CH3:24])=[C:14]2[CH:30]=[CH:31][CH:32]=[CH:33][C:13]2=[N:12][C:11]3=1)[CH3:2].[O:46]1[CH:50]=[CH:49][CH:48]=[C:47]1[C:51](Cl)=[O:52]>CN(C)C1C=CN=CC=1.ClCCl>[CH2:38]([O:37][C:36]([O:35][C:3]1([CH2:1][CH3:2])[C:8]2[CH:9]=[C:10]3[N:18]([C:19](=[O:20])[C:7]=2[CH2:6][O:5][C:4]1=[O:34])[CH2:17][C:16]1[C:15]([CH2:21][CH2:22][Si:23]([CH3:25])([CH3:24])[CH2:26][CH2:27][CH2:28][O:29][C:51]([C:47]2[O:46][CH:50]=[CH:49][CH:48]=2)=[O:52])=[C:14]2[CH:30]=[CH:31][CH:32]=[CH:33][C:13]2=[N:12][C:11]3=1)=[O:45])[C:39]1[CH:40]=[CH:41][CH:42]=[CH:43][CH:44]=1. Procedure details: A mixture of Compound 53 (162 mg, 0.26 mmol), 4-dimethylaminopyridine (63 mg, 0.52 mmol), and 2-furoyl chloride (62 mg, 0.47 mmol) in 6.0 mL of dichloromethane was stirred at 21° C. for 5 hours. The reaction was quenched with saturated sodium bicarbonate solution, and aqueous layer was extracted with dichloromethane. The combined organic layers were dried over sodium sulfate and concentrated to afford a crude product, which was chromatographed to give the desired product. Starting materials: COC(=O)C=1C=2N(C=CC1)C(=CN2)I (3-iodo-imidazo[1,2-a]pyridine-8-carboxylic acid methyl ester), FC1=CC=C(C=C1)B(O)O (4-fluorophenyl boronic acid), C([O-])([O-])=O.[Na+].[Na+] (sodium carbonate). The reagents and catalysts are [Pd].C1(=CC=CC=C1)P(C1=CC=CC=C1)C1=CC=CC=C1.C1(=CC=CC=C1)P(C1=CC=CC=C1)C1=CC=CC=C1.C1(=CC=CC=C1)P(C1=CC=CC=C1)C1=CC=CC=C1.C1(=CC=CC=C1)P(C1=CC=CC=C1)C1=CC=CC=C1 (tetrakis(triphenylphosphine) palladium (0)). The solvent is ethanol-benzene. Run at time 16 hour. Yields the product FC1=CC=C(C=C1)C1=CN=C2N1C=CC=C2C(=O)O (3-(4-Fluorophenyl)-imidazo[1,2-a]pyridine-8-carboxylic acid). Reaction SMILES: C[O:2][C:3]([C:5]1[C:6]2[N:7]([C:11](I)=[CH:12][N:13]=2)[CH:8]=[CH:9][CH:10]=1)=[O:4].[F:15][C:16]1[CH:21]=[CH:20][C:19](B(O)O)=[CH:18][CH:17]=1.C(=O)([O-])[O-].[Na+].[Na+]>[Pd].C1(P(C2C=CC=CC=2)C2C=CC=CC=2)C=CC=CC=1.C1(P(C2C=CC=CC=2)C2C=CC=CC=2)C=CC=CC=1.C1(P(C2C=CC=CC=2)C2C=CC=CC=2)C=CC=CC=1.C1(P(C2C=CC=CC=2)C2C=CC=CC=2)C=CC=CC=1>[F:15][C:16]1[CH:21]=[CH:20][C:19]([C:11]2[N:7]3[CH:8]=[CH:9][CH:10]=[C:5]([C:3]([OH:2])=[O:4])[C:6]3=[N:13][CH:12]=2)=[CH:18][CH:17]=1 |f:2.3.4,5.6.7.8.9|. Reported procedure: To a degassed (with Argon gas) solution of 3-iodo-imidazo[1,2-a]pyridine-8-carboxylic acid methyl ester (2.2 g, 7.3 mmol) and 4-fluorophenyl boronic acid (1.48 g, 9.44 mmol) in a 1:1 mixture of ethanol-benzene (100 mL) is added an aqueous solution of 2 M sodium carbonate (9 mL, 18 mmol) and tetrakis(triphenylphosphine) palladium (0) (0.42 g, 0.36 mmol) and the reaction mixture is warmed at reflux. After 16 hours, the reaction mixture is filtered through filter agent washing with EtOAc. The filtr... Starting materials: C(C)(C)(C)OC(=O)N1CCC(CC1)OC1=CC=C(NCC2=CC=C3C=CC(=CC3=C2)C#N)C=C1 (7-[[4-[(1-t-Butoxycarbonyl-4-piperidyl)oxy]anilino]methyl]-2-naphthalenecarbonitrile), C(C)(=O)OCC (Ethyl acetate), Example 2, C(C)S(=O)(=O)Cl (ethanesulfonyl chloride). Solvent: N1=CC=CC=C1 (pyridine). Conditions: temperature 0 celsius, time 20 minute. The product is C(C)(C)(C)OC(=O)N1CCC(CC1)OC1=CC=C(C=C1)N(S(=O)(=O)CC)CC1=CC2=CC(=CC=C2C=C1)C#N (N-[4-[(1-t-butoxycarbonyl-4-piperidyl)oxy]phenyl]-N-[(7-cyano-2-naphthyl)methyl]ethanesulfonamide). RXN SMILES: [C:1]([O:5][C:6]([N:8]1[CH2:13][CH2:12][CH:11]([O:14][C:15]2[CH:34]=[CH:33][C:18]([NH:19][CH2:20][C:21]3[CH:30]=[C:29]4[C:24]([CH:25]=[CH:26][C:27]([C:31]#[N:32])=[CH:28]4)=[CH:23][CH:22]=3)=[CH:17][CH:16]=2)[CH2:10][CH2:9]1)=[O:7])([CH3:4])([CH3:3])[CH3:2].[CH2:35]([S:37](Cl)(=[O:39])=[O:38])[CH3:36].C(OCC)(=O)C>N1C=CC=CC=1>[C:1]([O:5][C:6]([N:8]1[CH2:13][CH2:12][CH:11]([O:14][C:15]2[CH:16]=[CH:17][C:18]([N:19]([CH2:20][C:21]3[CH:22]=[CH:23][C:24]4[C:29](=[CH:28][C:27]([C:31]#[N:32])=[CH:26][CH:25]=4)[CH:30]=3)[S:37]([CH2:35][CH3:36])(=[O:39])=[O:38])=[CH:33][CH:34]=2)[CH2:10][CH2:9]1)=[O:7])([CH3:4])([CH3:2])[CH3:3]. Reported procedure: 7-[[4-[(1-t-Butoxycarbonyl-4-piperidyl)oxy]anilino]methyl]-2-naphthalenecarbonitrile obtained in Reference Example 2 (150 mg) was dissolved in 1 ml of pyridine, 211 mg of ethanesulfonyl chloride was added to the solution, and the mixture was stirred at 0° C. for 20 minutes and then at room temperature for 3 hours. Ethyl acetate was added to the reaction solution. The mixture was washed with 10% citric acid aqueous solution and brine in that order, dried over anhydrous sodium sulfate, and then ev... Reactants: ClCCl, Nc1c(Cl)cc(C(O)(C(F)(F)F)C(F)(F)F)cc1Br, O=C(O)c1ccccc1, c1ccncc1. The product is Nc1c(Cl)cc(C(OC(=O)c2ccccc2)(C(F)(F)F)C(F)(F)F)cc1Br. RXN SMILES: [Cl:35][CH2:36][Cl:37].[NH2:1][c:2]1[c:3]([Br:19])[cH:4][c:5]([C:9]([C:10]([F:11])([F:12])[F:13])([C:14]([F:15])([F:16])[F:17])[OH:18])[cH:6][c:7]1[Cl:8].[OH:20][C:21](=[O:22])[c:23]1[cH:24][cH:25][cH:26][cH:27][cH:28]1.[cH:29]1[cH:30][cH:31][n:32][cH:33][cH:34]1>>[NH2:1][c:2]1[c:3]([Br:19])[cH:4][c:5]([C:9]([C:10]([F:11])([F:12])[F:13])([C:14]([F:15])([F:16])[F:17])[O:18][C:21](=[O:20])[c:23]2[cH:24][cH:25][cH:26][cH:27][cH:28]2)[cH:6][c:7]1[Cl:8]. The reactants are COC(=O)c1ccc(C(=O)O)cc1[N+](=O)[O-], NN, O, O=S(Cl)Cl. The product is COC(=O)c1ccc(C(=O)NN)cc1[N+](=O)[O-]. Reaction SMILES: [CH3:1][O:2][C:3](=[O:4])[c:5]1[c:6]([N+:14](=[O:15])[O-:16])[cH:7][c:8]([C:9](=[O:10])[OH:11])[cH:12][cH:13]1.[NH2:22][NH2:23].[OH2:21].[S:17]([Cl:18])([Cl:19])=[O:20]>>[CH3:1][O:2][C:3](=[O:4])[c:5]1[c:6]([N+:14](=[O:15])[O-:16])[cH:7][c:8]([C:9](=[O:10])[NH:22][NH2:23])[cH:12][cH:13]1. Reactants: CCOC(=O)C(O)c1ccc(SC)cc1, [Cl-], ClCCl, [NH4+], O=S(Cl)Cl. The product is CCOC(=O)C(Cl)c1ccc(SC)cc1. As a reaction SMILES: [CH2:1]([CH3:2])[O:3][C:4]([CH:5]([c:6]1[cH:7][cH:8][c:9]([S:12][CH3:13])[cH:10][cH:11]1)[OH:14])=[O:15].[Cl-:23].[Cl:20][CH2:21][Cl:22].[NH4+:24].[S:16]([Cl:17])([Cl:18])=[O:19]>>[CH2:1]([CH3:2])[O:3][C:4]([CH:5]([c:6]1[cH:7][cH:8][c:9]([S:12][CH3:13])[cH:10][cH:11]1)[Cl:18])=[O:15]. Reactants: CCCc1nc(CC)c(Br)c(=O)n1Cc1ccc(-c2ccccc2C#N)cc1F, CC(C)(CO[Si](C)(C)C(C)(C)C)Oc1ccc(B(O)O)cc1, O=C([O-])[O-], C1COCCO1, CCOC(C)=O, [Cs+], [Cs+]. Yields the product CCCc1nc(CC)c(-c2ccc(OC(C)(C)CO[Si](C)(C)C(C)(C)C)cc2)c(=O)n1Cc1ccc(-c2ccccc2C#N)cc1F. RXN SMILES: [Br:1][c:2]1[c:3]([CH2:28][CH3:29])[n:4][c:5]([CH2:25][CH2:26][CH3:27])[n:6]([CH2:9][c:10]2[c:11]([F:24])[cH:12][c:13](-[c:16]3[c:17]([C:22]#[N:23])[cH:18][cH:19][cH:20][cH:21]3)[cH:14][cH:15]2)[c:7]1=[O:8].[C:30]([CH3:31])([CH3:32])([CH3:33])[Si:34]([O:35][CH2:36][C:37]([O:38][c:39]1[cH:40][cH:41][c:42]([B:45]([OH:46])[OH:47])[cH:43][cH:44]1)([CH3:48])[CH3:49])([CH3:50])[CH3:51].[C:52](=[O:53])([O-:54])[O-:55].[CH2:58]1[O:59][CH2:60][CH2:61][O:62][CH2:63]1.[CH3:64][CH2:65][O:66][C:67](=[O:68])[CH3:69].[Cs+:56].[Cs+:57]>>[c:2]1(-[c:42]2[cH:41][cH:40][c:39]([O:38][C:37]([CH2:36][O:35][Si:34]([C:30]([CH3:31])([CH3:32])[CH3:33])([CH3:50])[CH3:51])([CH3:48])[CH3:49])[cH:44][cH:43]2)[c:3]([CH2:28][CH3:29])[n:4][c:5]([CH2:25][CH2:26][CH3:27])[n:6]([CH2:9][c:10]2[c:11]([F:24])[cH:12][c:13](-[c:16]3[c:17]([C:22]#[N:23])[cH:18][cH:19][cH:20][cH:21]3)[cH:14][cH:15]2)[c:7]1=[O:8]. The product is COc1ccc(F)cc1C(=O)NCC1C2CC2CN1C(=O)c1nc(C)sc1-c1cccc(C)c1. The reactants are COc1ccc(F)cc1C(=O)O, Cc1cccc(-c2sc(C)nc2C(=O)N2CC3CC3C2CN)c1. RXN SMILES: [F:24][c:25]1[cH:26][cH:27][c:28]([O:34][CH3:35])[c:29]([C:30](=[O:31])[OH:32])[cH:33]1.[NH2:1][CH2:2][CH:3]1[CH:4]2[CH2:5][CH:6]2[CH2:7][N:8]1[C:9](=[O:10])[c:11]1[n:12][c:13]([CH3:23])[s:14][c:15]1-[c:16]1[cH:17][c:18]([CH3:22])[cH:19][cH:20][cH:21]1>>[NH:1]([CH2:2][CH:3]1[CH:4]2[CH2:5][CH:6]2[CH2:7][N:8]1[C:9](=[O:10])[c:11]1[n:12][c:13]([CH3:23])[s:14][c:15]1-[c:16]1[cH:17][c:18]([CH3:22])[cH:19][cH:20][cH:21]1)[C:30]([c:29]1[c:28]([O:34][CH3:35])[cH:27][cH:26][c:25]([F:24])[cH:33]1)=[O:31]. Reactants: CSc1ccc(C=O)cc1, C[O-], CC(=O)OC(C)=O, O=C(O)Cc1ccc(F)c(F)c1, [Na+]. The product is CSc1ccc(C=C(C(=O)O)c2ccc(F)c(F)c2)cc1. Reaction SMILES: [CH3:13][S:14][c:15]1[cH:16][cH:17][c:18]([CH:19]=[O:20])[cH:21][cH:22]1.[CH3:23][O-:24].[CH3:26][C:27]([O:28][C:29](=[O:30])[CH3:31])=[O:32].[F:1][c:2]1[cH:3][c:4]([CH2:9][C:10](=[O:11])[OH:12])[cH:5][cH:6][c:7]1[F:8].[Na+:25]>>[F:1][c:2]1[cH:3][c:4]([C:9]([C:10](=[O:11])[OH:12])=[CH:19][c:18]2[cH:17][cH:16][c:15]([S:14][CH3:13])[cH:22][cH:21]2)[cH:5][cH:6][c:7]1[F:8].